The task is: describe an organic reaction: reactants, conditions, products, and yield. This data is from the Open Reaction Database (ORD), a public repository of structured organic reaction records. The reactants are O=C1CC2(CCCCC2)OC2=C1C=CC(=C2)OCC(=O)OCC (Ethyl 2-{(3,4-dihydro-4-oxospiro[2H-1-benzopyran-2,1'-cyclohexan]7-yl)oxy}acetate), S(=O)(=O)(Cl)Cl (sulfuryl chloride). Solvent: ClCCl (dichloromethane), ClCCl (dichloromethane). Yields the product ClC=1C(=CC2=C(C(CC3(CCCCC3)O2)=O)C1)OCC(=O)OCC (Ethyl 2-{(6-chloro-3,4-dihydro-4-oxospiro [2H-1-benzopyran-2,1'-cyclohexan]-7-yl)oxy}acetate). Isolated yield 75.0%. RXN SMILES: [O:1]=[C:2]1[C:12]2[CH:13]=[CH:14][C:15]([O:17][CH2:18][C:19]([O:21][CH2:22][CH3:23])=[O:20])=[CH:16][C:11]=2[O:10][C:4]2([CH2:9][CH2:8][CH2:7][CH2:6][CH2:5]2)[CH2:3]1.S(Cl)([Cl:27])(=O)=O>ClCCl>[Cl:27][C:14]1[C:15]([O:17][CH2:18][C:19]([O:21][CH2:22][CH3:23])=[O:20])=[CH:16][C:11]2[O:10][C:4]3([CH2:5][CH2:6][CH2:7][CH2:8][CH2:9]3)[CH2:3][C:2](=[O:1])[C:12]=2[CH:13]=1. Procedure: Ethyl 2-{(3,4-dihydro-4-oxospiro[2H-1-benzopyran-2,1'-cyclohexan]7-yl)oxy}acetate prepared in Preparation 28) (0.72 g, 2.26 mmol) is dissolved in dry dichloromethane (7.2 ml). To the solution is added dropwise 1M sulfuryl chloride solution in dichloromethane (2.3 ml, 2.3 mmol) at -40° C. with stirring. After 2 hours stirring at -40° to -10° C., the solvent is removed by distillation. The residue is dissolved in dichloromethane, and the solution is washed with water, dried, and concentrated. The ... The reactants are FC(C1=CC(=NC=2N1N=CC2C(=O)O)C2=CC=C(C=C2)C(F)(F)F)F (7-difluoromethyl-5-(4-trifluoromethyl-phenyl)-pyrazolo[1,5-a]pyrimidine-3-carboxylic acid), ONC(C1=CC=C(C=C1)S(N)(=O)=O)=N (N-hydroxy-4-sulfamoyl-benzamidine). Yields the product FC(C1=CC(=NC=2N1N=CC2C2=NC(=NO2)C2=CC=C(C=C2)S(=O)(=O)N)C2=CC=C(C=C2)C(F)(F)F)F (4-{5-[7-Difluoromethyl-5-(4-trifluoromethyl-phenyl)-pyrazolo[1,5-a]pyrimidin-3-yl]-[1,2,4]oxadiazol-3-yl}-benzenesulfonamide). As a reaction SMILES: [F:1][CH:2]([F:25])[C:3]1[N:8]2[N:9]=[CH:10][C:11]([C:12]([OH:14])=O)=[C:7]2[N:6]=[C:5]([C:15]2[CH:20]=[CH:19][C:18]([C:21]([F:24])([F:23])[F:22])=[CH:17][CH:16]=2)[CH:4]=1.O[NH:27][C:28](=[NH:39])[C:29]1[CH:34]=[CH:33][C:32]([S:35](=[O:38])(=[O:37])[NH2:36])=[CH:31][CH:30]=1>>[F:25][CH:2]([F:1])[C:3]1[N:8]2[N:9]=[CH:10][C:11]([C:12]3[O:14][N:39]=[C:28]([C:29]4[CH:30]=[CH:31][C:32]([S:35]([NH2:36])(=[O:37])=[O:38])=[CH:33][CH:34]=4)[N:27]=3)=[C:7]2[N:6]=[C:5]([C:15]2[CH:20]=[CH:19][C:18]([C:21]([F:23])([F:24])[F:22])=[CH:17][CH:16]=2)[CH:4]=1. Reported procedure: The title compound was prepared from 7-difluoromethyl-5-(4-trifluoromethyl-phenyl)-pyrazolo[1,5-a]pyrimidine-3-carboxylic acid (example C.1) (179 mg, 0.5 mmol) and N-hydroxy-4-sulfamoyl-benzamidine [CAS-No. 4476-10-2] (161 mg, 0.75 mmol) according to general procedure II. Obtained after purification by column chromatography (dichloromethane/MeOH/NH4OH) and crystallization (ethyl acetate/hexane) as a light yellow solid (159 mg, 59%). MS (ISN) 535.3 [(M−H)−]; mp 283° C. The reactants are C(C(O)C(O)C(=O)O)(=O)O (tartaric acid). Solvent: O (water). Product: [C@@H]1([C@H](O1)C(=O)O)C(=O)O (Cis-Epoxysuccinic Acid). As a reaction SMILES: [C:1]([OH:10])(=[O:9])[CH:2]([CH:4]([C:6]([OH:8])=[O:7])[OH:5])O>O>[C@@H:4]1([C:6]([OH:8])=[O:7])[O:5][C@@H:2]1[C:1]([OH:10])=[O:9]. Procedure: The resulting heterogeneous reaction mixture, which was lumpy and hardened, was neutralized by addition of 15% aqueous tartaric acid solution. The polymer was filtered and a small portion was ground thoroughly. The ground material was extracted with 2-propanol for 24 hrs in a Soxhlet extractor and dried to afford a pale brown solid which was not soluble to any extent in distilled water. The reactants are ClC1=C(C(=C(C=C1OC)OC)Cl)C1=C2C=CC=NC2=C(C=C1)C(=O)O (5-(2,6-dichloro-3,5-dimethoxy-phenyl)-quinoline-8-carboxylic acid), CN1CCN(CC1)CC=1C=CC(=NC1)N (5-(4-methyl-piperazin-1-ylmethyl)-pyridin-2-ylamine). Run in C(Cl)Cl.CO (DCM MeOH). Conditions: time 20 hour. Product: CN1CCN(CC1)CC=1C=CC(=NC1)NC(=O)C=1C=CC(=C2C=CC=NC12)C1=C(C(=CC(=C1Cl)OC)OC)Cl (5-(2,6-Dichloro-3,5-dimethoxy-phenyl)-quinoline-8-carboxylic acid [5-(4-methyl-piperazin-1-ylmethyl)-pyridin-2-yl]-amide). Reaction SMILES: [Cl:1][C:2]1[C:7]([O:8][CH3:9])=[CH:6][C:5]([O:10][CH3:11])=[C:4]([Cl:12])[C:3]=1[C:13]1[CH:22]=[CH:21][C:20]([C:23](O)=[O:24])=[C:19]2[C:14]=1[CH:15]=[CH:16][CH:17]=[N:18]2.[CH3:26][N:27]1[CH2:32][CH2:31][N:30]([CH2:33][C:34]2[CH:35]=[CH:36][C:37]([NH2:40])=[N:38][CH:39]=2)[CH2:29][CH2:28]1>C(Cl)Cl.CO>[CH3:26][N:27]1[CH2:32][CH2:31][N:30]([CH2:33][C:34]2[CH:35]=[CH:36][C:37]([NH:40][C:23]([C:20]3[CH:21]=[CH:22][C:13]([C:3]4[C:4]([Cl:12])=[C:5]([O:10][CH3:11])[CH:6]=[C:7]([O:8][CH3:9])[C:2]=4[Cl:1])=[C:14]4[C:19]=3[N:18]=[CH:17][CH:16]=[CH:15]4)=[O:24])=[N:38][CH:39]=2)[CH2:29][CH2:28]1 |f:2.3|. Procedure: The title compound was prepared in analogy to the procedure described in Step 14.1 but using 5-(2,6-dichloro-3,5-dimethoxy-phenyl)-quinoline-8-carboxylic acid (Step 159.1), 5-(4-methyl-piperazin-1-ylmethyl)-pyridin-2-ylamine (Example 31; purified by silica gel column chromatography), and stirring the reaction mixture for 20 h at rt. Title compound: ESI-MS: 566.1 [M+H]+; TLC: Rf=0.22 (DCM/MeOH, 9:1). Starting materials: BrCC1CC2C3=CC=CC=C3C1C=1C=CC=CC21 (11-Bromomethyl-9,10-dihydro-9,10-ethanoanthracene), C(C1=CC=CC=C1)C1CCNCC1 (4-benzylpiperidine), C([O-])([O-])=O.[K+].[K+] (potassium carbonate). Solvent: CN(P(=O)(N(C)C)N(C)C)C (hexamethylphosphoramide). Conditions: temperature 90 celsius. The product is C(C1=CC=CC=C1)C1CCN(CC1)CC1=CC=CC=2C3C4=CC=CC=C4C(C12)CC3 (4-Benzyl-1-[(9,10-Dihydro-9,10-ethanoanthracenyl)methyl]piperidine). Reaction SMILES: Br[CH2:2][CH:3]1[CH:12]2[C:13]3[CH:14]=[CH:15][CH:16]=[CH:17][C:18]=3[CH:5]([C:6]3[C:11]2=[CH:10][CH:9]=[CH:8][CH:7]=3)[CH2:4]1.[CH2:19]([CH:26]1[CH2:31][CH2:30][NH:29][CH2:28][CH2:27]1)[C:20]1[CH:25]=[CH:24][CH:23]=[CH:22][CH:21]=1.C(=O)([O-])[O-].[K+].[K+]>CN(C)P(N(C)C)(N(C)C)=O>[CH2:19]([CH:26]1[CH2:31][CH2:30][N:29]([CH2:2][C:3]2[C:4]3[CH:5]4[CH2:6][CH2:7][CH:8]([C:13]5[C:18]4=[CH:17][CH:16]=[CH:15][CH:14]=5)[C:9]=3[CH:10]=[CH:11][CH:12]=2)[CH2:28][CH2:27]1)[C:20]1[CH:25]=[CH:24][CH:23]=[CH:22][CH:21]=1 |f:2.3.4|. Procedure details: 11-Bromomethyl-9,10-dihydro-9,10-ethanoanthracene (1.2 gm), 4-benzylpiperidine (7.0 gm) and potassium carbonate (0.40 gm) were combined in hexamethylphosphoramide (8 ml) in a sealed tube and heated to 90° C. for 48 hours. The mixture was extracted between water (50 ml) and ether (50 ml). The aqueous layer was extracted with ether (2×50 ml) and the combined ether solutions were washed with water (2×50 ml), then extracted with 3.6 N sulfuric acid (3×50 ml). The combined acid solutions were made ba... Starting materials: CCc1cc(OCc2ccccc2)ccc1C=O, CS(C)=O, [O-][Cl+][O-], [Na+]. Yields the product CCc1cc(OCc2ccccc2)ccc1C(=O)O. RXN SMILES: [CH2:5]([c:6]1[cH:7][cH:8][cH:9][cH:10][cH:11]1)[O:12][c:13]1[cH:14][c:15]([CH2:21][CH3:22])[c:16]([CH:17]=[O:18])[cH:19][cH:20]1.[CH3:23][S:24]([CH3:25])=[O:26].[Cl+:1]([O-:2])[O-:3].[Na+:4]>>[OH:2][C:17]([c:16]1[c:15]([CH2:21][CH3:22])[cH:14][c:13]([O:12][CH2:5][c:6]2[cH:7][cH:8][cH:9][cH:10][cH:11]2)[cH:20][cH:19]1)=[O:18]. RXN SMILES: C[Si]([C:5]#[C:6][C:7]1[CH:12]=[CH:11][C:10]([C:13]2[C:32]3[NH:33][C:29](=[CH:30][CH:31]=3)[C:28]([C:34]3[CH:39]=[CH:38][C:37]([C:40]#[C:41][Si](C)(C)C)=[CH:36][CH:35]=3)=[C:27]3[N:46]=[C:24]([CH:25]=[CH:26]3)[C:23]([C:47]3[CH:52]=[CH:51][C:50]([C:53]#[C:54][Si](C)(C)C)=[CH:49][CH:48]=3)=[C:22]3[NH:59][C:19]([CH:20]=[CH:21]3)=[C:18]([C:60]3[CH:65]=[CH:64][C:63]([C:66]#[C:67][Si](C)(C)C)=[CH:62][CH:61]=3)[C:17]3=[N:72][C:14]=2[CH:15]=[CH:16]3)=[CH:9][CH:8]=1)(C)C.CC(C)=O.[F-].C([N+](CCCC)(CCCC)CCCC)CCC.O1CCCC1>C(Cl)(Cl)Cl.O1CCCC1>[C:53]([C:50]1[CH:49]=[CH:48][C:47]([C:23]2[C:22]3[NH:59][C:19](=[CH:20][CH:21]=3)[C:18]([C:60]3[CH:65]=[CH:64][C:63]([C:66]#[CH:67])=[CH:62][CH:61]=3)=[C:17]3[N:72]=[C:14]([CH:15]=[CH:16]3)[C:13]([C:10]3[CH:11]=[CH:12][C:7]([C:6]#[CH:5])=[CH:8][CH:9]=3)=[C:32]3[NH:33][C:29]([CH:30]=[CH:31]3)=[C:28]([C:34]3[CH:35]=[CH:36][C:37]([C:40]#[CH:41])=[CH:38][CH:39]=3)[C:27]3=[N:46][C:24]=2[CH:25]=[CH:26]3)=[CH:52][CH:51]=1)#[CH:54] |f:2.3,5.6|. The solvent is C(Cl)(Cl)Cl.O1CCCC1 (chloroform tetrahydrofuran). Yields the product C(#C)C1=CC=C(C=C1)C1=C2C=CC(C(=C3C=CC(=C(C=4C=CC(=C(C5=CC=C1N5)C5=CC=C(C=C5)C#C)N4)C4=CC=C(C=C4)C#C)N3)C3=CC=C(C=C3)C#C)=N2 (tetrakis(4-ethynylphenyl)porphyrin), powder. Reported procedure: A solution of 700 mg (0.7 mmol) of protected TEPP (1) obtained above in 500 ml of a chloroform/tetrahydrofuran (THF) mixture (1/1 v/v) was cooled in a bath of liquid nitrogen and acetone to a temperature of between −30 and −50° C., and then a 1 mol/l solution of tetrabutylammonium fluoride (TBAF) in THF (259 mg, 0.99 mmol in 1 ml) was added to the reaction mixture, which was subsequently stirred for 20 hours. The rise in temperature was not controlled. The solvent was subsequently evaporated off... Run at time 20 hour. Starting materials: solution, [F-].C(CCC)[N+](CCCC)(CCCC)CCCC (tetrabutylammonium fluoride), O1CCCC1 (THF), C[Si](C)(C)C#CC1=CC=C(C=C1)C1=C2C=CC(C(=C3C=CC(=C(C=4C=CC(=C(C5=CC=C1N5)C5=CC=C(C=C5)C#C[Si](C)(C)C)N4)C4=CC=C(C=C4)C#C[Si](C)(C)C)N3)C3=CC=C(C=C3)C#C[Si](C)(C)C)=N2 (tetrakis(4-trimethylsilylethynylphenyl)porphyrin), CC(=O)C (acetone). The reactants are CN(C=C(C(=O)C1=CC(=CC=C1)C(F)(F)F)CC)C (3-dimethylamino-2-ethyl-3'-trifluoromethylacrylophenone), NC1=NNC=C1C#N (3-amino-4-cyanopyrazole). Run in C(C)(=O)O (acetic acid). The product is C(C)C=1C=NC=2N(C1C1=CC(=CC=C1)C(F)(F)F)N=CC2C#N (6-ethyl-7-[3-(trifluoromethyl)phenyl]pyrazolo[1,5-a]pyrimidine-3-carbonitrile). RXN SMILES: C[N:2]([CH3:19])[CH:3]=[C:4]([CH2:17][CH3:18])[C:5]([C:7]1[CH:12]=[CH:11][CH:10]=[C:9]([C:13]([F:16])([F:15])[F:14])[CH:8]=1)=O.N[C:21]1[C:25]([C:26]#[N:27])=C[NH:23][N:22]=1>C(O)(=O)C>[CH2:17]([C:4]1[CH:3]=[N:2][C:19]2[N:23]([N:22]=[CH:21][C:25]=2[C:26]#[N:27])[C:5]=1[C:7]1[CH:12]=[CH:11][CH:10]=[C:9]([C:13]([F:14])([F:15])[F:16])[CH:8]=1)[CH3:18]. Procedure details: A mixture of 4.0 g of 3-dimethylamino-2-ethyl-3'-trifluoromethylacrylophenone and 1.5 g of 3-amino-4-cyanopyrazole in 75 ml of glacial acetic acid was refluxed for two hours to give 6-ethyl-7-[3-(trifluoromethyl)phenyl]pyrazolo[1,5-a]pyrimidine-3-carbonitrile, m.p. 135°-137° C. The reactants are COc1cc(C)c(S(=O)(=O)N(Cc2ccc3c(c2)OCO3)C(CNC(=O)c2ccccc2-n2cccc2)C(=O)OC(C)(C)C)c(C)c1, O=C(O)C(F)(F)F. Product: COc1cc(C)c(S(=O)(=O)N(Cc2ccc3c(c2)OCO3)C(CNC(=O)c2ccccc2-n2cccc2)C(=O)O)c(C)c1. As a reaction SMILES: [C:1]([CH3:2])([CH3:3])([CH3:4])[O:5][C:6]([CH:7]([CH2:8][NH:9][C:10](=[O:11])[c:12]1[c:13](-[n:18]2[cH:19][cH:20][cH:21][cH:22]2)[cH:14][cH:15][cH:16][cH:17]1)[N:23]([S:24](=[O:25])(=[O:26])[c:27]1[c:28]([CH3:36])[cH:29][c:30]([O:34][CH3:35])[cH:31][c:32]1[CH3:33])[CH2:37][c:38]1[cH:39][c:40]2[c:41]([cH:42][cH:43]1)[O:44][CH2:45][O:46]2)=[O:47].[OH:48][C:49]([C:50]([F:51])([F:52])[F:53])=[O:54]>>[O:5]=[C:6]([CH:7]([CH2:8][NH:9][C:10](=[O:11])[c:12]1[c:13](-[n:18]2[cH:19][cH:20][cH:21][cH:22]2)[cH:14][cH:15][cH:16][cH:17]1)[N:23]([S:24](=[O:25])(=[O:26])[c:27]1[c:28]([CH3:36])[cH:29][c:30]([O:34][CH3:35])[cH:31][c:32]1[CH3:33])[CH2:37][c:38]1[cH:39][c:40]2[c:41]([cH:42][cH:43]1)[O:44][CH2:45][O:46]2)[OH:47]. Starting materials: C=CCN1CCOC1, CC=Cc1cc(OC)c2c(c1)C(C)C(c1ccc(O)c(OC)c1)O2. Yields the product C=CCN(CCO)Cc1cc(C2Oc3c(OC)cc(C=CC)cc3C2C)cc(OC)c1O. RXN SMILES: [CH2:25]([CH:26]=[CH2:27])[N:28]1[CH2:29][O:30][CH2:31][CH2:32]1.[OH:1][c:2]1[c:3]([O:23][CH3:24])[cH:4][c:5]([CH:8]2[O:9][c:10]3[c:11]([cH:14][c:15]([CH:20]=[CH:21][CH3:22])[cH:16][c:17]3[O:18][CH3:19])[CH:12]2[CH3:13])[cH:6][cH:7]1>>[OH:1][c:2]1[c:3]([O:23][CH3:24])[cH:4][c:5]([CH:8]2[O:9][c:10]3[c:11]([cH:14][c:15]([CH:20]=[CH:21][CH3:22])[cH:16][c:17]3[O:18][CH3:19])[CH:12]2[CH3:13])[cH:6][c:7]1[CH2:29][N:28]([CH2:25][CH:26]=[CH2:27])[CH2:32][CH2:31][OH:30].